This data is from the Open Reaction Database (ORD), a public repository of structured organic reaction records. The task is: describe an organic reaction: reactants, conditions, products, and yield Starting materials: O (Water), [OH-].[Na+] (NaOH), O (water), ice, [H-].[Al+3].[Li+].[H-].[H-].[H-] (lithium aluminum hydride), COC(COC1=CC=C(C=C1)C(F)(F)F)=O ((4-trifluoromethyl-phenoxy)-acetic acid methyl ester). Run in C1CCOC1 (THF), C1CCOC1 (THF). Run at temperature 0 celsius, time 20 minute. Product: FC(C1=CC=C(OCCO)C=C1)(F)F (2-(4-trifluoromethyl-phenoxy)-ethanol). Reaction SMILES: [H-].[Al+3].[Li+].[H-].[H-].[H-].C[O:8][C:9](=O)[CH2:10][O:11][C:12]1[CH:17]=[CH:16][C:15]([C:18]([F:21])([F:20])[F:19])=[CH:14][CH:13]=1.O.[OH-].[Na+]>C1COCC1>[F:19][C:18]([F:20])([F:21])[C:15]1[CH:16]=[CH:17][C:12]([O:11][CH2:10][CH2:9][OH:8])=[CH:13][CH:14]=1 |f:0.1.2.3.4.5,8.9|. Reported procedure: To an ice-cooled suspension of lithium aluminum hydride (0.972 g; 25.622 mmol) in anhydrous THF (60 ml) was added dropwise a solution of (4-trifluoromethyl-phenoxy)-acetic acid methyl ester (3.000 g; 12.811 mmol) in anhydrous THF (40 ml). The resulting reaction mixture was further stirred at 0° C. for 20 min. Water (1 ml), 15% aq. NaOH (1 ml), and water (3 ml) were then successively added dropwise. Filtration, concentration to dryness under reduced pressure, and purification by FC (DCM/MeOH, 19/... Starting materials: C1(CC1)C1=NC2=CC=CC=C2C(=C1OC1=CC=C(C=C1)C1=C(C=CC=C1)C=1N=NNN1)C(=O)OC(C(C)C)OC(CC)=O (2-Cyclopropyl-3-[[2'-(2H-tetrazol-5-yl)[1,1'-biphenyl]-4-yl]oxy]-4-quinolinecarboxylic acid, 2-methyl-1-(1-oxopropoxy)propyl ester), C1(CC1)C1=NC2=CC=CC=C2C(=C1OC1=CC=C(C=C1)C1=C(C=CC=C1)C=1N=NN(N1)C(C1=CC=CC=C1)(C1=CC=CC=C1)C1=CC=CC=C1)C(=O)O (2-cyclopropyl-3-[[2'-[2-(triphenylmethyl)-2H-tetrazol-5-yl][1,1'-biphenyl]-4-yl]oxy]-4-quinolinecarboxylic acid), compound, C([O-])([O-])=O.[K+].[K+] (potassium carbonate), [I-].[K+] (potassium iodide), C1COCCOCCOCCOCCOCCO1 (18-crown-6). The solvent is C(C)(=O)OCC (ethyl acetate), CN(C=O)C (dimethylformamide). Product: C1(CC1)C1=NC2=CC=CC=C2C(=C1OC1=CC=C(C=C1)C1=C(C=CC=C1)C=1N=NN(N1)C(C1=CC=CC=C1)(C1=CC=CC=C1)C1=CC=CC=C1)C(=O)OC(C)OC(CC)=O (2-Cyclopropyl-3-[[2'-[2-(triphenylmethyl)-2H-tetrazol-5-yl][1,1'-biphenyl]-4-yl]oxy]-4-quinolinecarboxylic acid, 1-(1-oxopropoxy)ethyl ester). Yield: 76.0%. RXN SMILES: C1(C2C(OC3C=CC(C4C=CC=CC=4C4N=NNN=4)=CC=3)=[C:12]([C:32]([O:34][CH:35](OC(=O)CC)[CH:36](C)C)=[O:33])[C:11]3C(=CC=CC=3)N=2)CC1.[CH:44]1([C:47]2[C:56]([O:57][C:58]3[CH:63]=[CH:62][C:61]([C:64]4[CH:69]=[CH:68][CH:67]=[CH:66][C:65]=4[C:70]4[N:71]=[N:72][N:73]([C:75]([C:88]5[CH:93]=[CH:92][CH:91]=[CH:90][CH:89]=5)([C:82]5[CH:87]=[CH:86][CH:85]=[CH:84][CH:83]=5)[C:76]5[CH:81]=[CH:80][CH:79]=[CH:78][CH:77]=5)[N:74]=4)=[CH:60][CH:59]=3)=[C:55]([C:94]([OH:96])=[O:95])[C:54]3[C:49](=[CH:50][CH:51]=[CH:52][CH:53]=3)[N:48]=2)[CH2:46][CH2:45]1.C(=O)([O-])[O-].[K+].[K+].[I-].[K+].C1OCCOCCOCCOCCOCCOC1>CN(C)C=O.C(OCC)(=O)C>[CH:44]1([C:47]2[C:56]([O:57][C:58]3[CH:59]=[CH:60][C:61]([C:64]4[CH:69]=[CH:68][CH:67]=[CH:66][C:65]=4[C:70]4[N:71]=[N:72][N:73]([C:75]([C:88]5[CH:89]=[CH:90][CH:91]=[CH:92][CH:93]=5)([C:76]5[CH:81]=[CH:80][CH:79]=[CH:78][CH:77]=5)[C:82]5[CH:83]=[CH:84][CH:85]=[CH:86][CH:87]=5)[N:74]=4)=[CH:62][CH:63]=3)=[C:55]([C:94]([O:96][CH:35]([O:34][C:32](=[O:33])[CH2:12][CH3:11])[CH3:36])=[O:95])[C:54]3[C:49](=[CH:50][CH:51]=[CH:52][CH:53]=3)[N:48]=2)[CH2:45][CH2:46]1 |f:2.3.4,5.6|. Procedure details: A mixture of the title A compound of Example 28, 2-cyclopropyl-3-[[2'-[2-(triphenylmethyl)-2H-tetrazol-5-yl][1,1'-biphenyl]-4-yl]oxy]-4-quinolinecarboxylic acid (1.55 mmol), the title A compound (1.1 g, 8.05 mmol), potassium carbonate (521 mg, 3.77 mmol), potassium iodide (375 mg, 2.26 mmol), and 18-crown-6 (100 mg, 0.378 mmol) in dimethylformamide (3.7 mL) were heated at 65° C. for 45 minutes. After cooling to room temperature, the reaction mixture was diluted with ethyl acetate (75 mL) and fil...